From a dataset of the Open Reaction Database (ORD), a public repository of structured organic reaction records. describe an organic reaction: reactants, conditions, products, and yield Starting materials: C(CCC)NC1=NC=NC(=C1NC(CC1=C(C=CC(=C1)OC)OC)=O)Cl (N-(4-butylamino-6-chloro-pyrimidin-5-yl)-2-(2,5-dimethoxyphenyl) acetamide), CC=1C=CC(=CC1)S(=O)(=O)O (p-TSA). The solvent is C1(=CC=CC=C1)C (toluene). The product is ClC1=C2N=C(N(C2=NC=N1)CCCC)CC1=C(C=CC(=C1)OC)OC (6-chloro-8-(2,5-dimethoxybenzyl)-N9-butyl purine). As a reaction SMILES: [CH2:1]([NH:5][C:6]1[C:11]([NH:12][C:13](=O)[CH2:14][C:15]2[CH:20]=[C:19]([O:21][CH3:22])[CH:18]=[CH:17][C:16]=2[O:23][CH3:24])=[C:10]([Cl:26])[N:9]=[CH:8][N:7]=1)[CH2:2][CH2:3][CH3:4].CC1C=CC(S(O)(=O)=O)=CC=1>C1(C)C=CC=CC=1>[Cl:26][C:10]1[N:9]=[CH:8][N:7]=[C:6]2[C:11]=1[N:12]=[C:13]([CH2:14][C:15]1[CH:20]=[C:19]([O:21][CH3:22])[CH:18]=[CH:17][C:16]=1[O:23][CH3:24])[N:5]2[CH2:1][CH2:2][CH2:3][CH3:4]. Reported procedure: A mixture of N-(4-butylamino-6-chloro-pyrimidin-5-yl)-2-(2,5-dimethoxyphenyl) acetamide (1 mmol) and p-TSA (0.5 mmol) in toluene was refluxed for 72 h. Solvent was removed, diluted with EtOAc and washed with water, bicarbonate and dried. Purification on a silica gel column (200-400 mesh, Fisher Scientific, Tustin, Calif., USA) gave 6-chloro-8-(2,5-dimethoxybenzyl)-N9-butyl purine. Rf=0.65 in 1:1 EtOAc:hexane. 1H NMR (DMSO-d6) δ 8.7 (s, 1H), 6.96 (d, 1H), 6.84 (m, 1H), 6.8 (dd, 1H), 4.28 (s, 2H),... Starting materials: CC(C)(C)n1nc(CCC=O)cc1-c1ccc(F)cc1, Cc1cccc(N2CCNCC2)c1C, CCN(C(C)C)C(C)C. Product: Cc1cccc(N2CCN(CCCc3cc(-c4ccc(F)cc4)n(C(C)(C)C)n3)CC2)c1C. As a reaction SMILES: [C:1]([CH3:2])([CH3:3])([CH3:4])[n:5]1[n:6][c:7]([CH2:17][CH2:18][CH:19]=[O:20])[cH:8][c:9]1-[c:10]1[cH:11][cH:12][c:13]([F:16])[cH:14][cH:15]1.[CH3:21][c:22]1[c:23]([N:29]2[CH2:30][CH2:31][NH:32][CH2:33][CH2:34]2)[cH:24][cH:25][cH:26][c:27]1[CH3:28].[CH:35]([N:36]([CH2:37][CH3:38])[CH:39]([CH3:40])[CH3:41])([CH3:42])[CH3:43]>>[C:1]([CH3:2])([CH3:3])([CH3:4])[n:5]1[n:6][c:7]([CH2:17][CH2:18][CH2:19][N:32]2[CH2:31][CH2:30][N:29]([c:23]3[c:22]([CH3:21])[c:27]([CH3:28])[cH:26][cH:25][cH:24]3)[CH2:34][CH2:33]2)[cH:8][c:9]1-[c:10]1[cH:11][cH:12][c:13]([F:16])[cH:14][cH:15]1. The reactants are FC=1C=C(C=CC1N1C=CC=C1)C1=NOC(C1)CNC(C)=O ((-)-N-[[3-[3-Fluoro-4-(1H-pyrrol-1-yl)phenyl]-4,5-dihydro-5-isoxazolyl]methyl]acetamide), COC=1C=CC(=CC1)P2(=S)SP(=S)(S2)C=3C=CC(=CC3)OC (Lawesson's Reagent), one. The solvent is O1CCOCC1 (dioxane). Product: FC=1C=C(C=CC1N1C=CC=C1)C1=NOC(C1)CNC(C)=S ((-)-N-[[3-[3-Fluoro-4-(1H-pyrrol-1-yl)phenyl]-4,5-dihydro-5-isoxazolyl]methyl]ethanethioamide). The yield is 72.5%. Reaction SMILES: [F:1][C:2]1[CH:3]=[C:4]([C:13]2[CH2:17][CH:16]([CH2:18][NH:19][C:20](=O)[CH3:21])[O:15][N:14]=2)[CH:5]=[CH:6][C:7]=1[N:8]1[CH:12]=[CH:11][CH:10]=[CH:9]1.COC1C=CC(P2(SP(C3C=CC(OC)=CC=3)(=S)S2)=[S:32])=CC=1>O1CCOCC1>[F:1][C:2]1[CH:3]=[C:4]([C:13]2[CH2:17][CH:16]([CH2:18][NH:19][C:20](=[S:32])[CH3:21])[O:15][N:14]=2)[CH:5]=[CH:6][C:7]=1[N:8]1[CH:12]=[CH:11][CH:10]=[CH:9]1. Procedure details: (-)-5-Acetamidomethyl-3-(3-fluoro-4-(pyrrol-1-yl)phenyll)isoxazoline (Example 12) (452 mg) is combined with Lawesson's Reagent (655 mg) in 5 ml dioxane in a 25 ml one neck round bottom flask under nitrogen. The reaction is warmed to reflux for 30 minutes and is cooled to room temperature. The insoluble material is removed by filtration and the filtrate is concentrated in vacuo to an amber syrup. The crude material is chromatographed two times over 25 g silica gel (230-400 mesh), eluting with 3% ... Starting materials: CC[C@H](C)[C@H]1C(=O)NCC(=O)N[C@@H]2C[S+](C3=C(C=4C=CC(=CC4N3)O)C[C@@H](C(=O)NCC(=O)N1)NC(=O)[C@@H](NC(=O)[C@@H]5C[C@H](CN5C(=O)[C@@H](NC2=O)CC(=O)N)O)[C@@H](C)[C@H](CO)O)[O-] (α-amanitin), O=P12OP3(=O)OP(=O)(O1)OP(=O)(O2)O3 (P4O10), C1(CCCC(=O)O1)=O (glutaric anhydride). Run in N1=CC=CC=C1 (pyridine), N1=CC=CC=C1 (pyridine). Yields the product CC[C@H](C)[C@H]1C(=O)NCC(=O)N[C@@H]2C[S+](C3=C(C=4C=CC(=CC4N3)O)C[C@@H](C(=O)NCC(=O)N1)NC(=O)[C@@H](NC(=O)[C@@H]5C[C@H](CN5C(=O)[C@@H](NC2=O)CC(=O)N)O)[C@@H](C)[C@H](CO)O)[O-].C(CCCC(=O)[O-])(=O)[O-] (α-Amanitin glutarate). Reaction SMILES: [CH3:1][CH2:2][C@@H:3]([C@@H:5]1[NH:34][C:32](=[O:33])[CH2:31][NH:30][C:28](=[O:29])[C@H:27]2[NH:35][C:36]([C@H:38]([C@H:58]([C@@H:60]([OH:63])[CH2:61][OH:62])[CH3:59])[NH:39][C:40]([C@H:42]3[N:46]([C:47]([C@H:49]([CH2:53][C:54]([NH2:56])=[O:55])[NH:50][C:51](=[O:52])[C@@H:13]([CH2:14][S+:15]([O-:64])[C:16]4[NH:24][C:23]5[CH:22]=[C:21]([OH:25])[CH:20]=[CH:19][C:18]=5[C:17]=4[CH2:26]2)[NH:12][C:10](=[O:11])[CH2:9][NH:8][C:6]1=[O:7])=[O:48])[CH2:45][C@H:44]([OH:57])[CH2:43]3)=[O:41])=[O:37])[CH3:4].[O:65]=P12OP3(OP(OP(O3)(O1)=O)(=O)O2)=O.[C:79]1(=[O:86])[O:85][C:83](=[O:84])[CH2:82][CH2:81][CH2:80]1>N1C=CC=CC=1>[CH3:1][CH2:2][C@@H:3]([C@@H:5]1[NH:34][C:32](=[O:33])[CH2:31][NH:30][C:28](=[O:29])[C@H:27]2[NH:35][C:36]([C@H:38]([C@H:58]([C@@H:60]([OH:63])[CH2:61][OH:62])[CH3:59])[NH:39][C:40]([C@H:42]3[N:46]([C:47]([C@H:49]([CH2:53][C:54]([NH2:56])=[O:55])[NH:50][C:51](=[O:52])[C@@H:13]([CH2:14][S+:15]([O-:64])[C:16]4[NH:24][C:23]5[CH:22]=[C:21]([OH:25])[CH:20]=[CH:19][C:18]=5[C:17]=4[CH2:26]2)[NH:12][C:10](=[O:11])[CH2:9][NH:8][C:6]1=[O:7])=[O:48])[CH2:45][C@H:44]([OH:57])[CH2:43]3)=[O:41])=[O:37])[CH3:4].[C:79]([O-:85])(=[O:86])[CH2:80][CH2:81][CH2:82][C:83]([O-:65])=[O:84] |f:4.5|. Procedure details: 3.0 mg (3.3 μmol) of α-amanitin, dried in vacuo over P4O10 was dissolved in 0.25 ml of dry pyridine and reacted with 0.9 mg (79 μmol) glutaric anhydride in 0.1 ml pyridine for 24 h at RT in the dark. The peptide was precipitated by addition of 7 ml of dry diethylether, centrifuged, and the solid washed a second time with diethylether and centrifuged. Starting materials: C1(=CC=CC=C1)C1=NOC(=C1)NCCCN1CCCCC1 (3-phenyl-isoxazol-5-yl-(3-piperidin-1-yl-propyl)amine), [H-].[Na+] (sodium hydride), BrCC1=CC=CC2=CC=CC=C12 (1-(bromomethyl)naphthalene). Solvent: CN(C)C=O (DMF), CN(C)C=O (DMF). Reaction conditions: time 5 minute. The product is C1(=CC=CC2=CC=CC=C12)CN(CCCN1CCCCC1)C1=CC(=NO1)C1=CC=CC=C1 (Naphthalene-1-ylmethyl-(3-phenyl-isoxazol-5-yl)-(3-piperidin-yl-propyl)-amine). Reaction SMILES: [C:1]1([C:7]2[CH:11]=[C:10]([NH:12][CH2:13][CH2:14][CH2:15][N:16]3[CH2:21][CH2:20][CH2:19][CH2:18][CH2:17]3)[O:9][N:8]=2)[CH:6]=[CH:5][CH:4]=[CH:3][CH:2]=1.[H-].[Na+].Br[CH2:25][C:26]1[C:35]2[C:30](=[CH:31][CH:32]=[CH:33][CH:34]=2)[CH:29]=[CH:28][CH:27]=1>CN(C=O)C>[C:26]1([CH2:25][N:12]([C:10]2[O:9][N:8]=[C:7]([C:1]3[CH:2]=[CH:3][CH:4]=[CH:5][CH:6]=3)[CH:11]=2)[CH2:13][CH2:14][CH2:15][N:16]2[CH2:21][CH2:20][CH2:19][CH2:18][CH2:17]2)[C:35]2[C:30](=[CH:31][CH:32]=[CH:33][CH:34]=2)[CH:29]=[CH:28][CH:27]=1 |f:1.2|. Reported procedure: To a solution of 3-phenyl-isoxazol-5-yl-(3-piperidin-1-yl-propyl)amine (142.5 mg, 0.0005 m) in DMF (6 ml) was added 25 mg 60% sodium hydride in oil. The reaction foamed and turned yellow. After stirring for 5 minutes, 110.5 mg 1-(bromomethyl)naphthalene in DMF (3 ml) was added. The reaction turned from yellow to brown in color. The DMF was removed under reduced pressure. The oil was flash chromatographed using a 50 mm×6″ silica gel column with methylene chloride 95-methanol 5-ammonium hydroxide ... Reaction SMILES: [OH:1][C:2]1[C:11]2[C:6](=[CH:7][CH:8]=[C:9]([C:12]3[CH:21]=[CH:20][C:19]4[C:18]([CH3:23])([CH3:22])[CH2:17][CH2:16][C:15]([CH3:25])([CH3:24])[C:14]=4[CH:13]=3)[CH:10]=2)[C:5]([CH3:26])=[C:4]([C:27]([OH:29])=[O:28])[CH:3]=1.S(=O)(=O)(O)O.[CH3:35]O>>[CH3:35][O:28][C:27]([C:4]1[CH:3]=[C:2]([OH:1])[C:11]2[C:6](=[CH:7][CH:8]=[C:9]([C:12]3[CH:21]=[CH:20][C:19]4[C:18]([CH3:22])([CH3:23])[CH2:17][CH2:16][C:15]([CH3:24])([CH3:25])[C:14]=4[CH:13]=3)[CH:10]=2)[C:5]=1[CH3:26])=[O:29]. Product: COC(=O)C1=C(C2=CC=C(C=C2C(=C1)O)C1=CC=2C(CCC(C2C=C1)(C)C)(C)C)C (methyl-4-hydroxy-1-methyl-6-(5,6,7,8-tetrahydro-5,5,8,8-tetramethyl-2-naphthyl)-2-naphthoate). Procedure: 8.1 g (0.0209 mole) of the acid obtained in Example 5, 100 ml of methanol and 0.6 ml (0.0105 mole) of concentrated sulfuric acid are introduced in a balloon-flask, then heated by retort for 8 hours. After dry evaporation, water is added, neutralization is effected with sodium bicarbonate, followed with extraction with dichloromethane. After drying the organic phase on magnesium sulfate, the resulting solid is evaporated and then recrystallized in acetonitrile. Yield: 7.6 g (90.5%), fusion temper... Starting materials: OC1=CC(=C(C2=CC=C(C=C12)C1=CC=2C(CCC(C2C=C1)(C)C)(C)C)C)C(=O)O (4-hydroxy-1-methyl-6-(5,6,7,8-tetrahydro-5,5,8,8-tetramethyl-2-naphthyl)-2-naphthoic acid), S(O)(O)(=O)=O (sulfuric acid), CO (methanol). Reactants: ClC=1C=CC2=C(N=C(S2)SC)C1 (5-Chloro-2-(Methylthio)benzothiazole), C1(=CC=C(C=C1)S(=O)(=O)OC)C (methyl p-toluenesulfonate). Yields the product S(=O)(=O)([O-])C1=CC=C(C)C=C1.ClC=1C=CC2=C([N+](=C(S2)SC)C)C1 (5-chloro-2-methylthio-3-methylbenzothiazolium tosylate). RXN SMILES: [Cl:1][C:2]1[CH:3]=[CH:4][C:5]2[S:9][C:8]([S:10][CH3:11])=[N:7][C:6]=2[CH:12]=1.[C:13]1([CH3:24])[CH:18]=[CH:17][C:16]([S:19]([O:22]C)(=[O:21])=[O:20])=[CH:15][CH:14]=1>>[S:19]([C:16]1[CH:17]=[CH:18][C:13]([CH3:24])=[CH:14][CH:15]=1)([O-:22])(=[O:21])=[O:20].[Cl:1][C:2]1[CH:3]=[CH:4][C:5]2[S:9][C:8]([S:10][CH3:11])=[N+:7]([CH3:13])[C:6]=2[CH:12]=1 |f:2.3|. Procedure details: 5-Chloro-2-(Methylthio)benzothiazole (5.0 g, 0.023 mol) and 4.40 g methyl p-toluenesulfonate were heated to 152° C. for 7 minutes. Upon cooling, the mixture solidified and then was triturated with acetone to give 7.82 g (84%), mp 170°-185° C.